From a dataset of the Open Reaction Database (ORD), a public repository of structured organic reaction records. describe an organic reaction: reactants, conditions, products, and yield Solvent: CN(C)C=O (DMF). Reactants: FC(C1=CC=CC(=N1)N1N=C(C=C1O)C(F)(F)F)(F)F (1-(6-trifluoromethyl-2-pyridyl)-3-trifluoromethyl-5-hydroxypyrazole), BrCN1S(C2=C(C1=O)C(=CC(=C2)OC)C(C)C)(=O)=O (2-bromomethyl-4-isopropyl-6-methoxy-1,2-benzisothiazol-3(2H)-one 1,1-dioxide). As a reaction SMILES: [F:1][C:2]([F:20])([F:19])[C:3]1[N:8]=[C:7]([N:9]2[C:13]([OH:14])=[CH:12][C:11]([C:15]([F:18])([F:17])[F:16])=[N:10]2)[CH:6]=[CH:5][CH:4]=1.Br[CH2:22][N:23]1[C:27](=[O:28])[C:26]2[C:29]([CH:35]([CH3:37])[CH3:36])=[CH:30][C:31]([O:33][CH3:34])=[CH:32][C:25]=2[S:24]1(=[O:39])=[O:38]>CN(C=O)C>[CH:35]([C:29]1[C:26]2[C:27](=[O:28])[N:23]([CH2:22][O:14][C:13]3[N:9]([C:7]4[CH:6]=[CH:5][CH:4]=[C:3]([C:2]([F:1])([F:19])[F:20])[N:8]=4)[N:10]=[C:11]([C:15]([F:17])([F:16])[F:18])[CH:12]=3)[S:24](=[O:39])(=[O:38])[C:25]=2[CH:32]=[C:31]([O:33][CH3:34])[CH:30]=1)([CH3:37])[CH3:36]. The product is C(C)(C)C1=CC(=CC2=C1C(N(S2(=O)=O)COC2=CC(=NN2C2=NC(=CC=C2)C(F)(F)F)C(F)(F)F)=O)OC (4-isopropyl-6-methoxy-2-[1-(6-trifluoromethyl-2-pyridyl)-3-trifluoromethylpyrazol-5-yl-oxymethyl]-1,2-benzisothiazol-3(2H)-one 1,1-dioxide). Procedure details: To a mixture 1-(6-trifluoromethyl-2-pyridyl)-3-trifluoromethyl-5-hydroxypyrazole (420 mg; 1.41 mmol) in 10 ml of DMF was added under nitrogen KF (132 mg, 2.28 mmol) and the mixture was stirred at room temperature for 10 minutes. To the above mixture was added 2-bromomethyl-4-isopropyl-6-methoxy-1,2-benzisothiazol-3(2H)-one 1,1-dioxide (410 mg, 1.17 mmol) and the resulting mixture was stirred at room temperature for one hour, quenched with cold saturated ammonium chloride solution, and extracted ... Reaction conditions: time 10 minute. Isolated yield 63.6%. Starting materials: O=C([O-])[O-], CCI, CN(C)C=O, CCOC(C)=O, N#Cc1cc(-c2nc(-c3ccc(F)cn3)no2)cc([N+](=O)[O-])c1, [K+], [K+]. Yields the product CCNc1cc(C#N)cc(-c2nc(-c3ccc(F)cn3)no2)c1. RXN SMILES: [C:24](=[O:25])([O-:26])[O-:27].[CH2:30]([CH3:31])[I:32].[CH3:33][N:34]([CH3:35])[CH:36]=[O:37].[CH3:38][CH2:39][O:40][C:41](=[O:42])[CH3:43].[F:1][c:2]1[cH:3][cH:4][c:5](-[c:8]2[n:9][o:10][c:11](-[c:13]3[cH:14][c:15]([C:22]#[N:23])[cH:16][c:17]([N+:19]([O-:20])=[O:21])[cH:18]3)[n:12]2)[n:6][cH:7]1.[K+:28].[K+:29]>>[F:1][c:2]1[cH:3][cH:4][c:5](-[c:8]2[n:9][o:10][c:11](-[c:13]3[cH:14][c:15]([C:22]#[N:23])[cH:16][c:17]([NH:19][CH2:30][CH3:31])[cH:18]3)[n:12]2)[n:6][cH:7]1. Reactants: C(C(=C)C)(=O)OCCN=C=O (Methacryloyloxyethylisocyanate), NC1=CC=C(C=C1)O (4-aminophenol). Solvent: O1CCOCC1 (dioxane). Conditions: time 2 hour. Yields the product OC1=CC=C(C=C1)NC(NCCOC(C(=C)C)=O)=O (2-(N'-(4-hydroxyphenyl)ureido)ethylmethacrylate). RXN SMILES: [C:1]([O:6][CH2:7][CH2:8][N:9]=[C:10]=[O:11])(=[O:5])[C:2]([CH3:4])=[CH2:3].[NH2:12][C:13]1[CH:18]=[CH:17][C:16]([OH:19])=[CH:15][CH:14]=1>O1CCOCC1>[OH:19][C:16]1[CH:17]=[CH:18][C:13]([NH:12][C:10](=[O:11])[NH:9][CH2:8][CH2:7][O:6][C:1](=[O:5])[C:2]([CH3:4])=[CH2:3])=[CH:14][CH:15]=1. Procedure: Methacryloyloxyethylisocyanate and 4-aminophenol were added to dioxane solvent, and stirred for 2 hours to obtain 2-(N'-(4-hydroxyphenyl)ureido)ethylmethacrylate (hereinafter referred to simply as "Compound 1"). The reactants are C(C)(=O)SCC(C)S(=O)(=O)N1[C@H](C(=O)O)CCC1 (1-[[2-(Acetylthio)-1-methylethyl]-sulfonyl]-L-proline), C(C)(=O)SCCS(=O)(=O)N1[C@H](C(=O)O)CCC1 (1-[[2-(acetylthio)ethyl]sulfonyl]-L-proline), N1[C@H](C(=O)O)CCC1 (L-proline). Yields the product SCC(C)S(=O)(=O)N1[C@H](C(=O)O)CCC1 (1-[(2-Mercapto-1-methylethyl)sulfonyl]-L-proline). As a reaction SMILES: C([S:4][CH2:5][CH:6]([S:8]([N:11]1[CH2:18][CH2:17][CH2:16][C@H:12]1[C:13]([OH:15])=[O:14])(=[O:10])=[O:9])[CH3:7])(=O)C.C(SCCS(N1CCC[C@H]1C(O)=O)(=O)=O)(=O)C.N1CCC[C@H]1C(O)=O>>[SH:4][CH2:5][CH:6]([S:8]([N:11]1[CH2:18][CH2:17][CH2:16][C@H:12]1[C:13]([OH:15])=[O:14])(=[O:10])=[O:9])[CH3:7]. Reported procedure: By substituting 1-[[2-(Acetylthio)-1-methylethyl]-sulfonyl]-L-proline for the 1-[[2-(acetylthio)ethyl]sulfonyl]-L-proline in the procedure of Example 2, 1-[2-mercapto-1-methylethyl)sulfonyl]-L-proline is obtained. The reactants are Cc1ccc(Br)cc1, CC(C)C[AlH]CC(C)C, CCOC(=O)c1cccc(I)c1, [Mg], C1CCOC1. Yields the product CCOC(=O)c1cccc(-c2ccc(C)cc2)c1. Reaction SMILES: [Br:2][c:3]1[cH:4][cH:5][c:6]([CH3:9])[cH:7][cH:8]1.[CH3:10][CH:11]([CH2:12][AlH:13][CH2:14][CH:15]([CH3:16])[CH3:17])[CH3:18].[I:19][c:20]1[cH:21][c:22]([C:23](=[O:24])[O:25][CH2:26][CH3:27])[cH:28][cH:29][cH:30]1.[Mg:1].[O:31]1[CH2:32][CH2:33][CH2:34][CH2:35]1>>[c:3]1(-[c:20]2[cH:21][c:22]([C:23](=[O:24])[O:25][CH2:26][CH3:27])[cH:28][cH:29][cH:30]2)[cH:4][cH:5][c:6]([CH3:9])[cH:7][cH:8]1. The reactants are CC(=O)Nc1cc(-c2ccc([N+](=O)[O-])cc2)c2cc(Cl)ccc2n1, C1CCOC1, CCO, Cl. The product is CCNc1cc(-c2ccc([N+](=O)[O-])cc2)c2cc(Cl)ccc2n1. As a reaction SMILES: [C:1]([CH3:2])(=[O:3])[NH:4][c:5]1[n:6][c:7]2[cH:8][cH:9][c:10]([Cl:24])[cH:11][c:12]2[c:13](-[c:15]2[cH:16][cH:17][c:18]([N+:21](=[O:22])[O-:23])[cH:19][cH:20]2)[cH:14]1.[CH2:29]1[O:30][CH2:31][CH2:32][CH2:33]1.[CH3:25][CH2:26][OH:27].[ClH:28]>>[CH2:1]([CH3:2])[NH:4][c:5]1[n:6][c:7]2[cH:8][cH:9][c:10]([Cl:24])[cH:11][c:12]2[c:13](-[c:15]2[cH:16][cH:17][c:18]([N+:21](=[O:22])[O-:23])[cH:19][cH:20]2)[cH:14]1. Starting materials: Fused pyrazoline, FC(C(=O)O)(F)F (TFA), Cl (hydrochloric acid), Cl.O.C1CCOC1 (HCl water THF), FC(C(=O)O)(F)F (TFA), Cl (HCl), Cl (HCl), N1N=CC=C1.N1C(C=CC=C1)=O (pyrazole pyridinone), [N+](=O)(O)[O-].S(O)(O)(=O)=O (sulfuric acid nitric acid), Cl.C(C)(C)O.C1CCOC1 (HCl isopropyl alcohol THF), FC(C(=O)O)(F)F.C(Cl)Cl (TFA CH2Cl2), FC(C(=O)O)(F)F (trifluoroacetic acid), Cl (HCl). The solvent is C1CCOC1 (THF), C(Cl)Cl (CH2Cl2), C(C)(C)O (isopropyl alcohol), C(Cl)Cl (CH2Cl2), C1CCOC1 (THF), O (water), C1CCOC1 (THF), C(C)(C)O (isopropyl alcohol). The product is N1=NC(C2=C1C=CC=N2)=O (Pyrazolo-pyridinone). As a reaction SMILES: [NH:1]1[CH:5]=[CH:4][CH:3]=[N:2]1.[NH:6]1C=C[CH:9]=[CH:8][C:7]1=O.FC(F)(F)C(O)=[O:16].[N+]([O-])(O)=O.S(=O)(=O)(O)O.Cl.FC(F)(F)C(O)=O.C(Cl)Cl.Cl.C(O)(C)C.C1COCC1.Cl.O.C1COCC1>C(O)(C)C.C(Cl)Cl.C1COCC1.O>[N:1]1[C:5]2[CH:9]=[CH:8][CH:7]=[N:6][C:4]=2[C:3](=[O:16])[N:2]=1 |f:0.1,3.4,6.7,8.9.10,11.12.13|. Procedure: Fused pyrazoline (III) can be converted to its corresponding pyrazole-pyridinone (IV) by treatment with an acid. This deamination reaction is preferably performed in the presence of a strong acid (e.g., trifluoroacetic acid (TFA), sulfuric acid nitric acid, and hydrochloric acid (HCl)). An aprotic solvent may be used (e.g., CH2Cl2 or THF). As one of ordinary skill in the art recognizes, some acids are usually available in the presence of a second solvent. For example, 6N HCl can be available in ... The reactants are C1CCOC1, [Li]CCCC, COc1cc(OC)c2ccccc2n1, CCOC(=O)Cl, O. The product is CCOC(=O)c1c(OC)nc2ccccc2c1OC. RXN SMILES: [CH2:27]1[O:28][CH2:29][CH2:30][CH2:31]1.[CH3:15][CH2:16][CH2:17][CH2:18][Li:19].[CH3:1][O:2][c:3]1[n:4][c:5]2[cH:6][cH:7][cH:8][cH:9][c:10]2[c:11]([O:13][CH3:14])[cH:12]1.[Cl:20][C:21](=[O:22])[O:23][CH2:24][CH3:25].[OH2:26]>>[CH3:1][O:2][c:3]1[n:4][c:5]2[cH:6][cH:7][cH:8][cH:9][c:10]2[c:11]([O:13][CH3:14])[c:12]1[C:21](=[O:22])[O:23][CH2:24][CH3:25]. Starting materials: C(C)(=O)N1N=C(C2=CC=CC=C12)CN1CCN(CC1)C1=CC=C(C=C1)F (1-Acetyl-3-[4-(4-fluorophenyl)piperazin-1-ylmethyl]-1H-indazole), C[O-].[Na+] (sodium methoxide), C([O-])(O)=O.[Na+] (sodium bicarbonate). The solvent is CO (MeOH). Conditions: temperature 20 celsius, time 1 hour. Product: FC1=CC=C(C=C1)N1CCN(CC1)CC1=NNC2=CC=CC=C12 (3-[4-(4-Fluorophenyl)piperazin-1-ylmethyl]-1H-indazole). The yield is 52.4%. Reaction SMILES: C([N:4]1[C:12]2[C:7](=[CH:8][CH:9]=[CH:10][CH:11]=2)[C:6]([CH2:13][N:14]2[CH2:19][CH2:18][N:17]([C:20]3[CH:25]=[CH:24][C:23]([F:26])=[CH:22][CH:21]=3)[CH2:16][CH2:15]2)=[N:5]1)(=O)C.C[O-].[Na+].C(=O)(O)[O-].[Na+]>CO>[F:26][C:23]1[CH:22]=[CH:21][C:20]([N:17]2[CH2:16][CH2:15][N:14]([CH2:13][C:6]3[C:7]4[C:12](=[CH:11][CH:10]=[CH:9][CH:8]=4)[NH:4][N:5]=3)[CH2:19][CH2:18]2)=[CH:25][CH:24]=1 |f:1.2,3.4|. Reported procedure: 1-Acetyl-3-[4-(4-fluorophenyl)piperazin-1-ylmethyl]-1H-indazole (112 mg, 0.32 mmol) in MeOH (3 mL) was treated with sodium methoxide (50 mg) and stirred for 1 h at 20° C. The mixture was poured into saturated aqueous sodium bicarbonate solution (5 mL) and extracted with CH2 Cl2 (3×5 mL). The combined organic extracts were dried (MgSO4), concentrated and the residue purified by flash chromatography (10→100% EtOAc in hexane) to give the title compound as a white solid (52 mg, 52%); mp 191°-192 ° C...